This data is from the Open Reaction Database (ORD), a public repository of structured organic reaction records. The task is: describe an organic reaction: reactants, conditions, products, and yield The reactants are NC1=C(OC2=C(CO)C=CC=C2)C=CC(=C1)Cl (2-(2-amino-4-chlorophenoxy)benzyl alcohol). The solvent is N1=CC=CC=C1 (pyridine), C(C)(=O)OC(C)=O (acetic anhydride). Conditions: time 16 hour. The product is C(C)(=O)OCC1=C(C=CC=C1)OC1=C(C=C(C=C1)Cl)NC(C)=O (2-(2-acetamido-4-chlorophenoxy)benzyl acetate). As a reaction SMILES: [NH2:1][C:2]1[CH:16]=[C:15]([Cl:17])[CH:14]=[CH:13][C:3]=1[O:4][C:5]1[CH:12]=[CH:11][CH:10]=[CH:9][C:6]=1[CH2:7][OH:8]>N1C=CC=CC=1.C(OC(=O)C)(=O)C>[C:3]([O:8][CH2:7][C:6]1[CH:9]=[CH:10][CH:11]=[CH:12][C:5]=1[O:4][C:3]1[CH:13]=[CH:14][C:15]([Cl:17])=[CH:16][C:2]=1[NH:1][C:7](=[O:8])[CH3:6])(=[O:4])[CH3:2]. Reported procedure: 0.026 Part of 2-(2-amino-4-chlorophenoxy)benzyl alcohol is dissolved in 0.5 part pyridine and 0.5 part by volume acetic anhydride and allowed to stand at room temperature for 16 hours. The solvent is removed by evaporation under a nitrogen atmosphere and the resultant residue chromatographed on 0.6 part silicic acid. Elution with a 5:95 mixture of ethyl acetate-benzene and recrystallization from a mixture of ethyl acetate and benzene affords 2-(2-acetamido-4-chlorophenoxy)benzyl acetate. This co... The yield is 24.3%. Procedure details: Using analogous reaction conditions as described in Example 1, 6,7-dimethoxy-3,4-dihydro-2H-isoquinolin-1-one (I-40d: 100 mg, 0.483 mmol) was reacted with 3-iodo-4-methyl-pyridine (105 mg, 0.483 mmol), 1,4-dioxane (10 mL), copper iodide (9.2 mg, 0.0483 mmol), trans-N,N′-dimethyl-cyclohexyl-1,2-diamine (21.5 mg, 0.144 mmol) and potassium phosphate (255 mg, 1.207 mmol) to afford the crude product. Purification by column chromatography on silica gel (40% ethylacetate in hexane) afforded 35 mg of th... The solvent is O1CCOCC1 (1,4-dioxane). Yields the product COC=1C=C2CCN(C(C2=CC1OC)=O)C=1C=NC=CC1C (6,7-Dimethoxy-2-(4-methyl-pyridin-3-yl)-3,4-dihydro-2H-isoquinolin-1-one). The reagents and catalysts are [Cu](I)I (copper iodide). Reactants: COC=1C=C2CCNC(C2=CC1OC)=O (6,7-dimethoxy-3,4-dihydro-2H-isoquinolin-1-one), IC=1C=NC=CC1C (3-iodo-4-methyl-pyridine), trans-N,N′-dimethyl-cyclohexyl-1,2-diamine, P(=O)([O-])([O-])[O-].[K+].[K+].[K+] (potassium phosphate). RXN SMILES: [CH3:1][O:2][C:3]1[CH:4]=[C:5]2[C:10](=[CH:11][C:12]=1[O:13][CH3:14])[C:9](=[O:15])[NH:8][CH2:7][CH2:6]2.I[C:17]1[CH:18]=[N:19][CH:20]=[CH:21][C:22]=1[CH3:23].P([O-])([O-])([O-])=O.[K+].[K+].[K+]>[Cu](I)I.O1CCOCC1>[CH3:1][O:2][C:3]1[CH:4]=[C:5]2[C:10](=[CH:11][C:12]=1[O:13][CH3:14])[C:9](=[O:15])[N:8]([C:17]1[CH:18]=[N:19][CH:20]=[CH:21][C:22]=1[CH3:23])[CH2:7][CH2:6]2 |f:2.3.4.5|. Reactants: [Br-], CC[Mg+], CC1(C)C(C(=O)Cl)C1(C)C, COC(=O)c1ccc2[nH]ccc2c1, [Cl-], [Cl-], ClCCl, [Zn+2]. The product is COC(=O)c1ccc2[nH]cc(C(=O)C3C(C)(C)C3(C)C)c2c1. RXN SMILES: [Br-:14].[CH2:15]([Mg+:16])[CH3:17].[CH3:18][C:19]1([CH3:27])[CH:20]([C:24](=[O:25])[Cl:26])[C:21]1([CH3:22])[CH3:23].[CH3:1][O:2][C:3](=[O:4])[c:5]1[cH:6][c:7]2[cH:8][cH:9][nH:10][c:11]2[cH:12][cH:13]1.[Cl-:31].[Cl-:33].[Cl:28][CH2:29][Cl:30].[Zn+2:32]>>[CH3:1][O:2][C:3](=[O:4])[c:5]1[cH:6][c:7]2[c:8]([C:24]([CH:20]3[C:19]([CH3:18])([CH3:27])[C:21]3([CH3:22])[CH3:23])=[O:25])[cH:9][nH:10][c:11]2[cH:12][cH:13]1. Starting materials: ClC1=C(C(=O)OCC)C=C(C=C1)NC(=O)N (ethyl 2-chloro-5-ureidobenzoate), C(C)OC=CC(=O)OCC (ethyl 3-ethoxyacrylate), Cl (hydrochloric acid). The solvent is COCCOC (1,2-dimethoxyethane). Yields the product ClC1=C(C(=O)OCC)C=C(C=C1)NC(=O)NC=CC(=O)OCC (ethyl 2-chloro-5-{3-[2-(ethoxycarbonyl)vinyl]ureido}-benzoate). As a reaction SMILES: [Cl:1][C:2]1[CH:12]=[CH:11][C:10]([NH:13][C:14]([NH2:16])=[O:15])=[CH:9][C:3]=1[C:4]([O:6][CH2:7][CH3:8])=[O:5].C(O[CH:20]=[CH:21][C:22]([O:24][CH2:25][CH3:26])=[O:23])C.Cl>COCCOC>[Cl:1][C:2]1[CH:12]=[CH:11][C:10]([NH:13][C:14]([NH:16][CH:20]=[CH:21][C:22]([O:24][CH2:25][CH3:26])=[O:23])=[O:15])=[CH:9][C:3]=1[C:4]([O:6][CH2:7][CH3:8])=[O:5]. Reported procedure: 6.0 g of ethyl 2-chloro-5-ureidobenzoate and 6.4 g of ethyl 3-ethoxyacrylate are heated at reflux temperature in 100 ml of 1,2-dimethoxyethane and subsequently heated at this temperature with 12 ml of 2N hydrochloric acid for 5 minutes. The reaction mixture is evaporated to dryness under reduced pressure and the residue is purified by chromatography on 300 g of silica gel using ethyl acetate/n-hexane (1:3) as the eluent. There is obtained ethyl 2-chloro-5-{3-[2-(ethoxycarbonyl)vinyl]ureido}-benz... Reactants: C(C)(=O)N1C(N(C(=C1C)C(C1=CC=C(C=C1)OC)=O)C(C)=O)=O (1,3-diacetyl-1,3-dihydro-4-(4-methoxybenzoyl)-5-methyl-2H-imidazol-2-one), BrN1C(CCC1=O)=O (N-bromosuccinimide), C(C1=CC=CC=C1)(=O)OOC(C1=CC=CC=C1)=O (benzoyl peroxide). Solvent: C(Cl)(Cl)(Cl)Cl (carbon tetrachloride). Yields the product BrCC1=C(N(C(N1C(C)=O)=O)C(C)=O)C(C1=CC=C(C=C1)OC)=O (5-(bromomethyl)-1,3-diacetyl-1,3-dihydro-4-(4-methoxybenzoyl)-2H-imidazol-2-one). As a reaction SMILES: [C:1]([N:4]1[C:8]([CH3:9])=[C:7]([C:10](=[O:19])[C:11]2[CH:16]=[CH:15][C:14]([O:17][CH3:18])=[CH:13][CH:12]=2)[N:6]([C:20](=[O:22])[CH3:21])[C:5]1=[O:23])(=[O:3])[CH3:2].[Br:24]N1C(=O)CCC1=O.C(OOC(=O)C1C=CC=CC=1)(=O)C1C=CC=CC=1>C(Cl)(Cl)(Cl)Cl>[Br:24][CH2:9][C:8]1[N:4]([C:1](=[O:3])[CH3:2])[C:5](=[O:23])[N:6]([C:20](=[O:22])[CH3:21])[C:7]=1[C:10](=[O:19])[C:11]1[CH:16]=[CH:15][C:14]([O:17][CH3:18])=[CH:13][CH:12]=1. Reported procedure: A mixture of 55.5 g (0.176 mole) of 1,3-diacetyl-1,3-dihydro-4-(4-methoxybenzoyl)-5-methyl-2H-imidazol-2-one, 37.4 g (0.210 mole) of N-bromosuccinimide and about 100 mg of benzoyl peroxide in 500 ml of carbon tetrachloride is stirred at reflux temperature for 4 hours. The mixture is then cooled and filtered to remove the succinimide which formed. The solvent is evaporated from the filtrate and the resulting residue is crystallized from a mixture of 300 ml of ethyl acetate and 300 ml of hexane to...